Dataset: the Open Reaction Database (ORD), a public repository of structured organic reaction records. Task: describe an organic reaction: reactants, conditions, products, and yield The reactants are FC(C=1N=C(SC1)NC(=O)C1=NC(=CC=C1NC=1C=NC=CC1)C)(F)F (6-Methyl-3-(pyridin-3-ylamino)-pyridine-2-carboxylic acid (4-trifluoromethyl-thiazol-2-yl)-amide), BrC=1C=C(C=NC1)C#N (5-Bromo-3-cyanopyridine). Product: FC(C=1N=C(SC1)NC(=O)C1=NC(=CC=C1NC=1C=NC=C(C1)C#N)C)(F)F (3-(5-Cyano-pyridin-3-ylamino)-6-methyl-pyridine-2-carboxylic acid (4-trifluoromethyl-thiazol-2-yl)-amide). RXN SMILES: [F:1][C:2]([F:26])([F:25])[C:3]1[N:4]=[C:5]([NH:8][C:9]([C:11]2[C:16]([NH:17][C:18]3[CH:19]=[N:20][CH:21]=[CH:22][CH:23]=3)=[CH:15][CH:14]=[C:13]([CH3:24])[N:12]=2)=[O:10])[S:6][CH:7]=1.BrC1C=C(C#N)[CH:31]=[N:32]C=1>>[F:26][C:2]([F:1])([F:25])[C:3]1[N:4]=[C:5]([NH:8][C:9]([C:11]2[C:16]([NH:17][C:18]3[CH:19]=[N:20][CH:21]=[C:22]([C:31]#[N:32])[CH:23]=3)=[CH:15][CH:14]=[C:13]([CH3:24])[N:12]=2)=[O:10])[S:6][CH:7]=1. Procedure details: The title compound, was prepared from 3-Amino-6-methyl-pyridine-2-carboxylic acid (4-trifluoromethyl-thiazol-2-yl)-amide (example 18) in accordance with the general method of example 20 using 5-Bromo-3-cyanopyridine instead of 3-Bromo-4-methylpyridine to yield the final compound as an off-white solid, MS (ISP): m/e=405.4 (M+H+). The reactants are COC(=O)c1cc(OC)cc(O)c1C, CN(C)C=O, O=C1CCC(=O)N1Cl. Product: COC(=O)c1c(C)c(O)cc(OC)c1Cl. As a reaction SMILES: [CH3:1][O:2][C:3]([c:4]1[c:5]([CH3:13])[c:6]([OH:12])[cH:7][c:8]([O:10][CH3:11])[cH:9]1)=[O:14].[CH3:23][N:24]([CH3:25])[CH:26]=[O:27].[Cl:15][N:16]1[C:17](=[O:18])[CH2:19][CH2:20][C:21]1=[O:22]>>[CH3:1][O:2][C:3]([c:4]1[c:5]([CH3:13])[c:6]([OH:12])[cH:7][c:8]([O:10][CH3:11])[c:9]1[Cl:15])=[O:14]. Starting materials: CO, O=Cc1cccc2ccccc12, CC(C)Cn1c(NN)cc(=O)[nH]c1=O. The product is CC(C)Cn1c(NN=Cc2cccc3ccccc23)cc(=O)[nH]c1=O. As a reaction SMILES: [CH3:27][OH:28].[CH:15](=[O:16])[c:17]1[cH:18][cH:19][cH:20][c:21]2[cH:22][cH:23][cH:24][cH:25][c:26]12.[NH:1]([NH2:2])[c:3]1[cH:4][c:5](=[O:14])[nH:6][c:7](=[O:13])[n:8]1[CH2:9][CH:10]([CH3:11])[CH3:12]>>[NH:1]([N:2]=[CH:15][c:17]1[cH:18][cH:19][cH:20][c:21]2[cH:22][cH:23][cH:24][cH:25][c:26]12)[c:3]1[cH:4][c:5](=[O:14])[nH:6][c:7](=[O:13])[n:8]1[CH2:9][CH:10]([CH3:11])[CH3:12]. Starting materials: C(C)(C)(C)OC(=O)N1C[C@H]([C@@H](CC1)OC(C1=CC=C(C=C1)[N+](=O)[O-])=O)COC=1N=NC(=C(C1)C1=CC=C(C=C1)OC1CCCCC1)CCCC ((±)-trans-3-[6-butyl-5-(4-cyclohexyloxy-phenyl)-pyridazin-3-yloxymethyl]-4-(4-nitro-benzoyloxy)-piperidine-1-carboxylic acid tert-butyl ester), [OH-].[Na+] (sodium hydroxide). The solvent is CO (methanol), O (water). Conditions: time 3 hour. Yields the product C(C)(C)(C)OC(=O)N1C[C@H]([C@@H](CC1)O)COC=1N=NC(=C(C1)C1=CC=C(C=C1)OC1CCCCC1)CCCC ((±)-trans-3-[6-butyl-5-(4-cyclohexyloxy-phenyl)-pyridazin-3-yloxymethyl]-4-hydroxy-piperidine-1-carboxylic acid tert-butyl ester). Isolated yield 80.1%. As a reaction SMILES: [C:1]([O:5][C:6]([N:8]1[CH2:13][CH2:12][C@@H:11]([O:14]C(=O)C2C=CC([N+]([O-])=O)=CC=2)[C@H:10]([CH2:26][O:27][C:28]2[N:29]=[N:30][C:31]([CH2:47][CH2:48][CH2:49][CH3:50])=[C:32]([C:34]3[CH:39]=[CH:38][C:37]([O:40][CH:41]4[CH2:46][CH2:45][CH2:44][CH2:43][CH2:42]4)=[CH:36][CH:35]=3)[CH:33]=2)[CH2:9]1)=[O:7])([CH3:4])([CH3:3])[CH3:2].[OH-].[Na+]>CO.O>[C:1]([O:5][C:6]([N:8]1[CH2:13][CH2:12][C@@H:11]([OH:14])[C@H:10]([CH2:26][O:27][C:28]2[N:29]=[N:30][C:31]([CH2:47][CH2:48][CH2:49][CH3:50])=[C:32]([C:34]3[CH:35]=[CH:36][C:37]([O:40][CH:41]4[CH2:46][CH2:45][CH2:44][CH2:43][CH2:42]4)=[CH:38][CH:39]=3)[CH:33]=2)[CH2:9]1)=[O:7])([CH3:4])([CH3:3])[CH3:2] |f:1.2|. Procedure details: To a stirred solution of (±)-trans-3-[6-butyl-5-(4-cyclohexyloxy-phenyl)-pyridazin-3-yloxymethyl]-4-(4-nitro-benzoyloxy)-piperidine-1-carboxylic acid tert-butyl ester (0.914 mmol, 0.63 g) in a mixture of methanol (8 mL) and water (2 mL) was added sodium hydroxide (0.3 g) and continued stirring for 3 h at room temperature. The volatiles were removed under reduced pressure and the residue was dissolved in water (20 mL). This was extracted with ethyl acetate (3×15 mL), combined organic layer was dr... Reactants: CC(=O)O[BH-](OC(C)=O)OC(C)=O, ClCCl, CN1CCNCC1, CC(=O)O, CN(C)C=O, COc1cc(Nc2c(C#N)cnc3cc(-c4csc(C=O)c4)ccc23)c(Cl)cc1Cl, [Na+]. The product is COc1cc(Nc2c(C#N)cnc3cc(-c4csc(CN5CCN(C)CC5)c4)ccc23)c(Cl)cc1Cl. As a reaction SMILES: [C:38]([O:39][BH-:40]([O:41][C:42](=[O:43])[CH3:44])[O:45][C:46](=[O:47])[CH3:48])(=[O:49])[CH3:50].[CH2:56]([Cl:57])[Cl:58].[CH3:1][N:2]1[CH2:3][CH2:4][NH:5][CH2:6][CH2:7]1.[CH3:52][C:53](=[O:54])[OH:55].[CH3:59][N:60]([CH3:61])[CH:62]=[O:63].[Cl:8][c:9]1[c:10]([NH:11][c:12]2[c:13]([C:29]#[N:30])[cH:14][n:15][c:16]3[cH:17][c:18](-[c:22]4[cH:23][s:24][c:25]([CH:27]=[O:28])[cH:26]4)[cH:19][cH:20][c:21]23)[cH:31][c:32]([O:36][CH3:37])[c:33]([Cl:35])[cH:34]1.[Na+:51]>>[CH3:1][N:2]1[CH2:3][CH2:4][N:5]([CH2:27][c:25]2[s:24][cH:23][c:22](-[c:18]3[cH:17][c:16]4[n:15][cH:14][c:13]([C:29]#[N:30])[c:12]([NH:11][c:10]5[c:9]([Cl:8])[cH:34][c:33]([Cl:35])[c:32]([O:36][CH3:37])[cH:31]5)[c:21]4[cH:20][cH:19]3)[cH:26]2)[CH2:6][CH2:7]1.